Task: describe an organic reaction: reactants, conditions, products, and yield. Dataset: the Open Reaction Database (ORD), a public repository of structured organic reaction records Starting materials: C(=O)(O)[O-].[Na+] (NaHCO3), C(C)OC(=O)C=1C=2N=CC=NC2C(=CC1)C1=C(C(=CC(=C1F)OC)OC)Cl (8-(2-chloro-6-fluoro-3,5-dimethoxy-phenyl)-quinoxaline-5-carboxylic acid ethyl ester), O=S1(CCN(CC1)CC=1C=CC(=NC1)N)=O (5-(1,1-dioxothiomorpholin-4-ylmethyl)-pyridin-2-ylamine), C[Al](C)C (trimethyl aluminum). Solvent: C(Cl)Cl (DCM), C(Cl)Cl.CO (DCM MeOH). Run at temperature 80 celsius, time 6 hour. The product is O=S1(CCN(CC1)CC=1C=CC(=NC1)NC(=O)C=1C=2N=CC=NC2C(=CC1)C1=C(C(=CC(=C1F)OC)OC)Cl)=O (8-(2-Chloro-6-fluoro-3,5-dimethoxy-phenyl)-quinoxaline-5-carboxylic acid [5-(1,1-dioxo-thiomorpholin-4-ylmethyl)-pyridin-2-yl]-amide). Reaction SMILES: C([O:3][C:4]([C:6]1[C:7]2[N:8]=[CH:9][CH:10]=[N:11][C:12]=2[C:13]([C:16]2[C:21]([F:22])=[C:20]([O:23][CH3:24])[CH:19]=[C:18]([O:25][CH3:26])[C:17]=2[Cl:27])=[CH:14][CH:15]=1)=O)C.[O:28]=[S:29]1(=[O:43])[CH2:34][CH2:33][N:32]([CH2:35][C:36]2[CH:37]=[CH:38][C:39]([NH2:42])=[N:40][CH:41]=2)[CH2:31][CH2:30]1.C[Al](C)C.C([O-])(O)=O.[Na+]>C(Cl)Cl.CO.C(Cl)Cl>[O:43]=[S:29]1(=[O:28])[CH2:30][CH2:31][N:32]([CH2:35][C:36]2[CH:37]=[CH:38][C:39]([NH:42][C:4]([C:6]3[C:7]4[N:8]=[CH:9][CH:10]=[N:11][C:12]=4[C:13]([C:16]4[C:21]([F:22])=[C:20]([O:23][CH3:24])[CH:19]=[C:18]([O:25][CH3:26])[C:17]=4[Cl:27])=[CH:14][CH:15]=3)=[O:3])=[N:40][CH:41]=2)[CH2:33][CH2:34]1 |f:3.4,5.6|. Procedure details: The title compound was prepared in analogy to the procedure described in Example 115 but using 8-(2-chloro-6-fluoro-3,5-dimethoxy-phenyl)-quinoxaline-5-carboxylic acid ethyl ester (Step 144.1), 5-(1,1-dioxothiomorpholin-4-ylmethyl)-pyridin-2-ylamine (Step 104.1), 2 equiv of trimethyl aluminum, stirring the reaction mixture for 6 h at 80° C., pouring it onto a saturated aqueous solution of NaHCO3 and DCM. Title compound: ESI-MS: 585.9 [M+H]+; tR=3.96 min (System 1); TLC: Rf=0.39 (DCM/MeOH/NH3aq, ... Yields the product CC1=NC2=C(C=CC=C2C=C1)NS(=O)(=O)C1=CC=CC=C1 (N-(2-Methylquinolin-8-yl)-benzenesulfonamide). Reactants: CC1=NC2=C(C=CC=C2C=C1)N (2-methyl-8-aminoquinoline), CC1=NC2=C(C=CC=C2C=C1)N (2-methyl-8-aminoquinoline), C1(=CC=CC=C1)S(=O)(=O)Cl (benzenesulfonyl chloride). Isolated yield 41.9%. Procedure details: In the similar fashion using route 14 general procedure 27, 2-methyl-8-aminoquinoline (Intermediate 22) (200 mg, 1.2 mmol), benzenesulfonyl chloride (230 mg, 1.2 mmol) and DMAP (cat.) gave the title compound (150 mg, 43%) after purification by column chromatography with DCM as the eluent. As a reaction SMILES: [CH3:1][C:2]1[CH:11]=[CH:10][C:9]2[C:4](=[C:5]([NH2:12])[CH:6]=[CH:7][CH:8]=2)[N:3]=1.[C:13]1([S:19](Cl)(=[O:21])=[O:20])[CH:18]=[CH:17][CH:16]=[CH:15][CH:14]=1>CN(C1C=CN=CC=1)C>[CH3:1][C:2]1[CH:11]=[CH:10][C:9]2[C:4](=[C:5]([NH:12][S:19]([C:13]3[CH:18]=[CH:17][CH:16]=[CH:15][CH:14]=3)(=[O:21])=[O:20])[CH:6]=[CH:7][CH:8]=2)[N:3]=1. The reagents and catalysts are CN(C)C=1C=CN=CC1 (DMAP).